Dataset: the Open Reaction Database (ORD), a public repository of structured organic reaction records. Task: describe an organic reaction: reactants, conditions, products, and yield Starting materials: N1=C(C=CC=C1)NS(=O)(=O)C1=CC=C(C=C1)C=1NC(C(C(=O)O)=CC1)=O (6-[4-(2-pyridylaminosulfonyl)phenyl]-1,2-dihydro-2-oxonicotinic acid), S(=O)(Cl)Cl (thionyl chloride), NS(=O)(=O)C1=CC=C(C=C1)C=1NC(C(CCl)=CC1)=O (6-[4-(Aminosulfonyl)phenyl]-1,2-dihydro-2-oxonicotinyl Chloride). Solvent: CN(C=O)C (dimethylformamide). The product is Cl.N1=C(C=CC=C1)NS(=O)(=O)C1=CC=C(C=C1)C=1NC(C(CCl)=CC1)=O (6-[4-(2-pyridylaminosulfonyl)phenyl]-1,2-dihydro-2-oxonicotinyl chloride hydrochloride). RXN SMILES: [N:1]1[CH:6]=[CH:5][CH:4]=[CH:3][C:2]=1[NH:7][S:8]([C:11]1[CH:16]=[CH:15][C:14]([C:17]2[NH:18][C:19](=[O:26])[C:20](=[CH:24][CH:25]=2)[C:21](O)=O)=[CH:13][CH:12]=1)(=[O:10])=[O:9].S(Cl)([Cl:29])=O.NS(C1C=CC(C2NC(=O)C(=CC=2)C[Cl:46])=CC=1)(=O)=O>CN(C)C=O>[ClH:29].[N:1]1[CH:6]=[CH:5][CH:4]=[CH:3][C:2]=1[NH:7][S:8]([C:11]1[CH:16]=[CH:15][C:14]([C:17]2[NH:18][C:19](=[O:26])[C:20](=[CH:24][CH:25]=2)[CH2:21][Cl:46])=[CH:13][CH:12]=1)(=[O:10])=[O:9] |f:4.5|. Procedure details: From 7.0 g. of 6-[4-(2-pyridylaminosulfonyl)phenyl]-1,2-dihydro-2-oxonicotinic acid in 200 ml. of thionyl chloride, and 1.5 ml. of dimethylformamide, following the procedure of (c) above, there is obtained 6-[4-(2-pyridylaminosulfonyl)phenyl]-1,2-dihydro-2-oxonicotinyl chloride hydrochloride. The solvent is O (water). Reaction conditions: temperature 215 celsius. The reactants are CP1(CCC(CC1)(C(=O)O)C(=O)O)=O (1-methyl-1-oxo-1λ5-phosphinane-4,4-dicarboxylic acid), C(=O)=O (CO2). As a reaction SMILES: [CH3:1][P:2]1(=[O:14])[CH2:7][CH2:6][C:5](C(O)=O)([C:8]([OH:10])=[O:9])[CH2:4][CH2:3]1.C(=O)=O>O>[CH3:1][P:2]1(=[O:14])[CH2:7][CH2:6][CH:5]([C:8]([OH:10])=[O:9])[CH2:4][CH2:3]1. Reported procedure: To a 50 mL microwave pressure flask equipped with a stir-bar was added 1-methyl-1-oxo-1λ5-phosphinane-4,4-dicarboxylic acid (0.25 g, 5.7 mmol) and water (20 mL) to give a suspension. The flask was sealed and heated to 215° C. over 60 seconds, at which point a pressure spike was observed. The flask was allowed to cool to room temperature then vented to release pressure from dissolved CO2. The resulting clear and colorless solution was concentrated by lyophilization to provide 1-methyl-1-oxo-1λ5-p... Yields the product CP1(CCC(CC1)C(=O)O)=O (1-methyl-1-oxo-1λ5-phosphinane-4-carboxylic acid). Reactants: O=C(O)c1cccc(-c2nc(N3CCOCC3)nc3c2CCN3c2cccnc2)c1, On1nnc2ccccc21, NCCc1ccncc1. Yields the product O=C(NCCc1ccncc1)c1cccc(-c2nc(N3CCOCC3)nc3c2CCN3c2cccnc2)c1. As a reaction SMILES: [O:1]1[CH2:2][CH2:3][N:4]([c:7]2[n:8][c:9](-[c:22]3[cH:23][c:24]([C:25](=[O:26])[OH:27])[cH:28][cH:29][cH:30]3)[c:10]3[c:11]([n:12]2)[N:13]([c:16]2[cH:17][n:18][cH:19][cH:20][cH:21]2)[CH2:14][CH2:15]3)[CH2:5][CH2:6]1.[OH:31][n:32]1[c:33]2[c:34]([cH:35][cH:36][cH:37][cH:38]2)[n:39][n:40]1.[n:41]1[cH:42][cH:43][c:44]([CH2:47][CH2:48][NH2:49])[cH:45][cH:46]1>>[O:1]1[CH2:2][CH2:3][N:4]([c:7]2[n:8][c:9](-[c:22]3[cH:23][c:24]([C:25](=[O:26])[NH:49][CH2:48][CH2:47][c:44]4[cH:43][cH:42][n:41][cH:46][cH:45]4)[cH:28][cH:29][cH:30]3)[c:10]3[c:11]([n:12]2)[N:13]([c:16]2[cH:17][n:18][cH:19][cH:20][cH:21]2)[CH2:14][CH2:15]3)[CH2:5][CH2:6]1. Reactants: C(CCCCCCCCCCC)OCCCNC(=O)C1=C(C2=CC=CC(=C2C=C1)NC(=O)OCC(C)C)O (2-(3-dodecoxypropylcarbamoyl)-5-isobutoxycarbonylamino-1-naphthol), ClN1C(=O)N(C(=O)C1(C)C)Cl (1,3-dichloro-5,5-dimethylhydantoin), C(C)(=O)OCC (ethyl acetate). The solvent is CC(=O)C (acetone). Run at time 2 hour. Product: C(CCCCCCCCCCC)OCCCNC(=O)C1=C(C2=CC=CC(=C2C(=C1)Cl)NC(=O)OCC(C)C)O (2-(3-dodecoxypropylcarbamoyl)-4-chloro-5-isobutoxycarbonylamino-1-naphthol). Isolated yield 91.8%. Reaction SMILES: [CH2:1]([O:13][CH2:14][CH2:15][CH2:16][NH:17][C:18]([C:20]1[CH:29]=[CH:28][C:27]2[C:22](=[CH:23][CH:24]=[CH:25][C:26]=2[NH:30][C:31]([O:33][CH2:34][CH:35]([CH3:37])[CH3:36])=[O:32])[C:21]=1[OH:38])=[O:19])[CH2:2][CH2:3][CH2:4][CH2:5][CH2:6][CH2:7][CH2:8][CH2:9][CH2:10][CH2:11][CH3:12].[Cl:39]N1C(C)(C)C(=O)N(Cl)C1=O.C(OCC)(=O)C>CC(C)=O>[CH2:1]([O:13][CH2:14][CH2:15][CH2:16][NH:17][C:18]([C:20]1[CH:29]=[C:28]([Cl:39])[C:27]2[C:22](=[CH:23][CH:24]=[CH:25][C:26]=2[NH:30][C:31]([O:33][CH2:34][CH:35]([CH3:37])[CH3:36])=[O:32])[C:21]=1[OH:38])=[O:19])[CH2:2][CH2:3][CH2:4][CH2:5][CH2:6][CH2:7][CH2:8][CH2:9][CH2:10][CH2:11][CH3:12]. Procedure details: In 30 ml of acetone, 5.28 g (0.01 mol) of 2-(3-dodecoxypropylcarbamoyl)-5-isobutoxycarbonylamino-1-naphthol synthesized in accordance with the method described in JP-A No. 123158/1987 was dissolved and 2.00 g (0.01 mol) of 1,3-dichloro-5,5-dimethylhydantoin was added to the solution, followed by stirring for 2 hours at room temperature. Then 50 ml of ethyl acetate was added to the reaction mixture, followed by washing with a 5% aqueous sodium hydroxide solution and then washing with water. The s... Yields the product NC1=NC=C(C=N1)C1=NC(=C2N=CN(C2=N1)CCC(=O)N1C[C@H](CC1)O)N1CCOCC1 ((S)-3-(2-(2-aminopyrimidin-5-yl)-6-morpholino-9H-purin-9-yl)-1-(3-hydroxypyrrolidin-1-yl)propan-1-one). Procedure details: 3-(2-(2-(Tert-butoxycarbonylamino)pyrimidin-5-yl)-6-morpholino-9H-purin-9-yl)propanoic acid (50 mg) was reacted with (S)-pyrrolidin-3-ol via General Procedure F followed by Boc deprotection via General Procedure E to give 10.1 mg 110 as white solid following reverse phase purification. MS (Q1) 440.2 (M)+ Reaction SMILES: C(OC([NH:8][C:9]1[N:14]=[CH:13][C:12]([C:15]2[N:23]=[C:22]3[C:18]([N:19]=[CH:20][N:21]3[CH2:24][CH2:25][C:26](O)=[O:27])=[C:17]([N:29]3[CH2:34][CH2:33][O:32][CH2:31][CH2:30]3)[N:16]=2)=[CH:11][N:10]=1)=O)(C)(C)C.[NH:35]1[CH2:39][CH2:38][C@H:37]([OH:40])[CH2:36]1>>[NH2:8][C:9]1[N:10]=[CH:11][C:12]([C:15]2[N:23]=[C:22]3[C:18]([N:19]=[CH:20][N:21]3[CH2:24][CH2:25][C:26]([N:35]3[CH2:39][CH2:38][C@H:37]([OH:40])[CH2:36]3)=[O:27])=[C:17]([N:29]3[CH2:34][CH2:33][O:32][CH2:31][CH2:30]3)[N:16]=2)=[CH:13][N:14]=1. Starting materials: C(C)(C)(C)OC(=O)NC1=NC=C(C=N1)C1=NC(=C2N=CN(C2=N1)CCC(=O)O)N1CCOCC1 (3-(2-(2-(Tert-butoxycarbonylamino)pyrimidin-5-yl)-6-morpholino-9H-purin-9-yl)propanoic acid), N1C[C@H](CC1)O ((S)-pyrrolidin-3-ol).